This data is from the Open Reaction Database (ORD), a public repository of structured organic reaction records. The task is: describe an organic reaction: reactants, conditions, products, and yield Starting materials: FC1=C(C=C(C(=O)OC)C=C1)[N+](=O)[O-] (Methyl 4-fluoro-3-nitrobenzoate), 3a, FC1=CC=C(C=C1)C(N1CCNCC1)C1=CC=C(C=C1)F (1-[bis(4-fluorophenyl)methyl]piperazine), 3b, C([O-])([O-])=O.[K+].[K+] (potassium carbonate). Product: COC(C1=CC(=C(C=C1)N1CCN(CC1)C(C1=CC=C(C=C1)F)C1=CC=C(C=C1)F)[N+](=O)[O-])=O (4-{4-[bis-(4-fluoro-phenyl)-methyl]-piperazin-1-yl}-3-nitro-benzoic acid methyl ester), 3c. Procedure: Methyl 4-fluoro-3-nitrobenzoate Compound 3a (1.0 g, 5.02 mmol) (prepared as described in Nicolaou, et al., Bioorg. Med. Chem., 1998, 1185), 1-[bis(4-fluorophenyl)methyl]piperazine Compound 3b (1.59 g, 5.52 mmol) and potassium carbonate (0.76 g, 5.52 mmol) were dissolved in N,N-Dimethylformamide (15 mL) and heated to about 80° C. for about 5 h then cooled to rt. The reaction mixture was diluted with ethyl acetate (100 mL), washed with brine (2×50 mL) and water (2×50 mL), then dried over Na2SO4, f... The solvent is CN(C=O)C (N,N-Dimethylformamide), C(C)(=O)OCC (ethyl acetate). Run at temperature 80 celsius. As a reaction SMILES: F[C:2]1[CH:11]=[CH:10][C:5]([C:6]([O:8][CH3:9])=[O:7])=[CH:4][C:3]=1[N+:12]([O-:14])=[O:13].[F:15][C:16]1[CH:21]=[CH:20][C:19]([CH:22]([C:29]2[CH:34]=[CH:33][C:32]([F:35])=[CH:31][CH:30]=2)[N:23]2[CH2:28][CH2:27][NH:26][CH2:25][CH2:24]2)=[CH:18][CH:17]=1.C(=O)([O-])[O-].[K+].[K+]>CN(C)C=O.C(OCC)(=O)C>[CH3:9][O:8][C:6](=[O:7])[C:5]1[CH:10]=[CH:11][C:2]([N:26]2[CH2:25][CH2:24][N:23]([CH:22]([C:29]3[CH:34]=[CH:33][C:32]([F:35])=[CH:31][CH:30]=3)[C:19]3[CH:18]=[CH:17][C:16]([F:15])=[CH:21][CH:20]=3)[CH2:28][CH2:27]2)=[C:3]([N+:12]([O-:14])=[O:13])[CH:4]=1 |f:2.3.4|. Starting materials: CC(=O)Nc1cc(C(=O)C(C)=NO)ccc1Cl, NNC(N)=S. Yields the product CC(=O)Nc1cc(C(=NNC(N)=S)C(C)=NO)ccc1Cl. As a reaction SMILES: [C:1]([CH3:2])(=[O:3])[NH:4][c:5]1[cH:6][c:7]([C:12]([C:13]([CH3:14])=[N:15][OH:16])=[O:17])[cH:8][cH:9][c:10]1[Cl:11].[NH2:18][NH:19][C:20](=[S:21])[NH2:22]>>[C:1]([CH3:2])(=[O:3])[NH:4][c:5]1[cH:6][c:7]([C:12]([C:13]([CH3:14])=[N:15][OH:16])=[N:18][NH:19][C:20](=[S:21])[NH2:22])[cH:8][cH:9][c:10]1[Cl:11]. Product: Cc1cn(NC(=O)c2cnc(-c3ccccn3)nc2)c2ccc(F)cc12. Reaction SMILES: [CH3:37][CH2:38][O:39][C:40]([CH3:41])=[O:42].[CH:16]([N:17]([CH2:18][CH3:19])[CH:20]([CH3:21])[CH3:22])([CH3:23])[CH3:24].[F:25][c:26]1[cH:27][c:28]2[c:29]([CH3:36])[cH:30][n:31]([NH2:35])[c:32]2[cH:33][cH:34]1.[O:43]=[CH:44][N:45]([CH3:46])[CH3:47].[OH2:48].[n:1]1[c:2](-[c:7]2[n:8][cH:9][c:10]([C:13](=[O:14])[OH:15])[cH:11][n:12]2)[cH:3][cH:4][cH:5][cH:6]1>>[n:1]1[c:2](-[c:7]2[n:8][cH:9][c:10]([C:13](=[O:15])[NH:35][n:31]3[cH:30][c:29]([CH3:36])[c:28]4[cH:27][c:26]([F:25])[cH:34][cH:33][c:32]43)[cH:11][n:12]2)[cH:3][cH:4][cH:5][cH:6]1. Reactants: CCOC(C)=O, CCN(C(C)C)C(C)C, Cc1cn(N)c2ccc(F)cc12, CN(C)C=O, O, O=C(O)c1cnc(-c2ccccn2)nc1. Starting materials: C[Si](C)(C)I, ClC(Cl)Cl, [Na+], CC(C)(C)OC(=O)N(CCCNS(=O)(=O)C(F)(F)F)Cc1cccc2ncc(CO)n12, O=C([O-])O. Product: O=S(=O)(NCCCN1Cc2cccc3ncc(n23)C1)C(F)(F)F. As a reaction SMILES: [CH3:32][Si:33]([I:34])([CH3:35])[CH3:36].[CH:42]([Cl:43])([Cl:44])[Cl:45].[Na+:37].[OH:1][CH2:2][c:3]1[cH:4][n:5][c:6]2[n:7]1[c:8]([CH2:12][N:13]([CH2:14][CH2:15][CH2:16][NH:17][S:18](=[O:19])(=[O:20])[C:21]([F:22])([F:23])[F:24])[C:25]([O:26][C:27]([CH3:28])([CH3:29])[CH3:30])=[O:31])[cH:9][cH:10][cH:11]2.[OH:38][C:39](=[O:40])[O-:41]>>[c:3]12[cH:4][n:5][c:6]3[n:7]1[c:8]([cH:9][cH:10][cH:11]3)[CH2:12][N:13]([CH2:14][CH2:15][CH2:16][NH:17][S:18](=[O:19])(=[O:20])[C:21]([F:22])([F:23])[F:24])[CH2:25]2. The reactants are CCBr, Cl, I, [Mg], O=Cc1cccc(Oc2ccccc2)c1, C1CCOC1, C#Cc1ccccc1. Yields the product OC(C#Cc1ccccc1)c1cccc(Oc2ccccc2)c1. RXN SMILES: [CH2:3]([Br:4])[CH3:5].[ClH:34].[I:2].[Mg:1].[O:14]([c:15]1[cH:16][cH:17][cH:18][cH:19][cH:20]1)[c:21]1[cH:22][c:23]([CH:24]=[O:25])[cH:26][cH:27][cH:28]1.[O:29]1[CH2:30][CH2:31][CH2:32][CH2:33]1.[c:6]1([C:12]#[CH:13])[cH:7][cH:8][cH:9][cH:10][cH:11]1>>[c:6]1([C:12]#[C:13][CH:24]([c:23]2[cH:22][c:21]([O:14][c:15]3[cH:16][cH:17][cH:18][cH:19][cH:20]3)[cH:28][cH:27][cH:26]2)[OH:25])[cH:7][cH:8][cH:9][cH:10][cH:11]1. Starting materials: FC(C(=O)O)(F)F (trifluoroacetic acid), C(C)(C)(C)OC(=O)CC[C@H](NC(CC1=C(NC2=CC=CC=C12)C)=O)C(=O)NC1=CC=C(C=C1)C(C1=CC=C(C=C1)NC([C@@H](NC(CC1=C(NC2=CC=CC=C12)C)=O)CCC(=O)OC(C)(C)C)=O)C1=CC=C(C=C1)NC([C@@H](NC(CC1=C(NC2=CC=CC=C12)C)=O)CCC(=O)OC(C)(C)C)=O (tris[4-[β-t-butoxycarbonylmethyl-N-[2-(2-methyl-1H-indol-3-yl)acetyl]-L-alanyl]aminophenyl]methane). Run in CO (methanol). Reaction conditions: time 2 hour. The product is CC=1NC2=CC=CC=C2C1CC(=O)N[C@@H](CCC(O)=O)C(=O)NC1=CC=C(C=C1)C(C1=CC=C(C=C1)NC([C@@H](NC(CC1=C(NC2=CC=CC=C12)C)=O)CCC(O)=O)=O)C1=CC=C(C=C1)NC([C@@H](NC(CC1=C(NC2=CC=CC=C12)C)=O)CCC(O)=O)=O (tris[4-[N-[2-(2-methyl-1H-indol-3-yl)acetyl]-α-L-glutamyl]aminophenyl]methane). Yield: 4.6%. RXN SMILES: FC(F)(F)C(O)=O.C([O:12][C:13]([CH2:15][CH2:16][C@@H:17]([C:32]([NH:34][C:35]1[CH:40]=[CH:39][C:38]([CH:41]([C:75]2[CH:80]=[CH:79][C:78]([NH:81][C:82](=[O:107])[C@H:83]([CH2:98][CH2:99][C:100]([O:102]C(C)(C)C)=[O:101])[NH:84][C:85](=[O:97])[CH2:86][C:87]3[C:95]4[C:90](=[CH:91][CH:92]=[CH:93][CH:94]=4)[NH:89][C:88]=3[CH3:96])=[CH:77][CH:76]=2)[C:42]2[CH:47]=[CH:46][C:45]([NH:48][C:49](=[O:74])[C@H:50]([CH2:65][CH2:66][C:67]([O:69]C(C)(C)C)=[O:68])[NH:51][C:52](=[O:64])[CH2:53][C:54]3[C:62]4[C:57](=[CH:58][CH:59]=[CH:60][CH:61]=4)[NH:56][C:55]=3[CH3:63])=[CH:44][CH:43]=2)=[CH:37][CH:36]=1)=[O:33])[NH:18][C:19](=[O:31])[CH2:20][C:21]1[C:29]2[C:24](=[CH:25][CH:26]=[CH:27][CH:28]=2)[NH:23][C:22]=1[CH3:30])=[O:14])(C)(C)C>CO>[CH3:96][C:88]1[NH:89][C:90]2[C:95]([C:87]=1[CH2:86][C:85]([NH:84][C@H:83]([C:82]([NH:81][C:78]1[CH:77]=[CH:76][C:75]([CH:41]([C:38]3[CH:37]=[CH:36][C:35]([NH:34][C:32](=[O:33])[C@H:17]([CH2:16][CH2:15][C:13](=[O:12])[OH:14])[NH:18][C:19](=[O:31])[CH2:20][C:21]4[C:29]5[C:24](=[CH:25][CH:26]=[CH:27][CH:28]=5)[NH:23][C:22]=4[CH3:30])=[CH:40][CH:39]=3)[C:42]3[CH:47]=[CH:46][C:45]([NH:48][C:49](=[O:74])[C@H:50]([CH2:65][CH2:66][C:67](=[O:68])[OH:69])[NH:51][C:52](=[O:64])[CH2:53][C:54]4[C:62]5[C:57](=[CH:58][CH:59]=[CH:60][CH:61]=5)[NH:56][C:55]=4[CH3:63])=[CH:44][CH:43]=3)=[CH:80][CH:79]=1)=[O:107])[CH2:98][CH2:99][C:100](=[O:101])[OH:102])=[O:97])=[CH:94][CH:93]=[CH:92][CH:91]=2. Procedure details: A methanol solution containing trifluoroacetic acid (40%, 6 ml) was added to the tris[4-[β-t-butoxycarbonylmethyl-N-[2-(2-methyl-1H-indol-3-yl)acetyl]-L-alanyl]aminophenyl]methane (50 mg) at room temperature, and the mixture was stirred at room temperature for 2 hours. The reaction solution was concentrated under reduced pressure, a portion of the residue was purified by preparative high performance liquid chromatography using methanol/trifluoroacetic acid (100/0.1) and water/trifluoroacetic aci... Reactants: C(C)(=O)O.C(N)(=N)C1=CC=C(C(=O)NC(NC2=CC=C(C=C2)CC(C(=O)OC(C)(C)C)CCOCC)=O)C=C1 (t-butyl 3-(4-[3-(4-amidinobenzoyl)ureido]phenyl)-2-(2-ethoxyethyl)propionate, acetate salt), FC(C(=O)O)(F)F (trifluoroacetic acid). Product: FC(C(=O)O)(F)F.C(N)(=N)C1=CC=C(C(=O)NC(NC2=CC=C(C=C2)CC(C(=O)O)CCOCC)=O)C=C1 (3-(4-[3-(4-Amidinobenzoyl)ureido]phenyl)-2-(2-ethoxyethyl)propionic acid, trifluoroacetate salt). As a reaction SMILES: C(O)(=O)C.[C:5]([C:8]1[CH:39]=[CH:38][C:11]([C:12]([NH:14][C:15](=[O:37])[NH:16][C:17]2[CH:22]=[CH:21][C:20]([CH2:23][CH:24]([CH2:32][CH2:33][O:34][CH2:35][CH3:36])[C:25]([O:27]C(C)(C)C)=[O:26])=[CH:19][CH:18]=2)=[O:13])=[CH:10][CH:9]=1)(=[NH:7])[NH2:6].[F:40][C:41]([F:46])([F:45])[C:42]([OH:44])=[O:43]>>[F:40][C:41]([F:46])([F:45])[C:42]([OH:44])=[O:43].[C:5]([C:8]1[CH:9]=[CH:10][C:11]([C:12]([NH:14][C:15](=[O:37])[NH:16][C:17]2[CH:22]=[CH:21][C:20]([CH2:23][CH:24]([CH2:32][CH2:33][O:34][CH2:35][CH3:36])[C:25]([OH:27])=[O:26])=[CH:19][CH:18]=2)=[O:13])=[CH:38][CH:39]=1)(=[NH:6])[NH2:7] |f:0.1,3.4|. Procedure details: In a similar manner to Example 3, t-butyl 3-(4-[3-(4-amidinobenzoyl)ureido]phenyl)-2-(2-ethoxyethyl)propionate, acetate salt (82 mg), and trifluoroacetic acid (5 ml) were reacted to give the title compound (64 mg) as an off-white solid: NMR Spectrum (DMSO-d6) 1.08 (3H, t), 1.70 (2H, m), 2.73 (3H, m), 3.35 (4H, m), 7.19 (2H, d), 7.48 (2H, d), 7.92 (2H, d), 8.18 (21H, d), 9.35 (4H, br s), 10.64 (1H, s), 11.25 (1H, br s), 12.05 (1H, br s); Mass Spectrum m/Z 427 (M+H)+ ; Elemental Analysis: calculat... Starting materials: Cl.Cl.Cl.Cl.FC1=CC=C(C=C1)C(CN1CCN(CC1)CCCCC1=CC=CC2=CC=CC=C12)N1CCN(CC1)C (1-[2-(4-fluorophenyl)-2-(4-methylpiperazino)ethyl]-4-(4-naphthalen-1-yl-butyl)piperazine tetrahydrochloride), CCCCCC.C(C)(C)O.C(C)NCC (hexane isopropanol diethylamine). Product: Cl.FC1=CC=C(C=C1)C(CN1CCN(CC1)CCCCC1=CC=CC2=CC=CC=C12)N1CCN(CC1)C (1-[2-(4-fluorophenyl)-2-(4-methylpiperazino)ethyl]-4-[4-naphthalen-1-yl-butyl]piperazine hydrochloride). Reaction SMILES: [ClH:1].Cl.Cl.Cl.[F:5][C:6]1[CH:11]=[CH:10][C:9]([CH:12]([N:34]2[CH2:39][CH2:38][N:37]([CH3:40])[CH2:36][CH2:35]2)[CH2:13][N:14]2[CH2:19][CH2:18][N:17]([CH2:20][CH2:21][CH2:22][CH2:23][C:24]3[C:33]4[C:28](=[CH:29][CH:30]=[CH:31][CH:32]=4)[CH:27]=[CH:26][CH:25]=3)[CH2:16][CH2:15]2)=[CH:8][CH:7]=1.CCCCCC.C(O)(C)C.C(NCC)C>>[ClH:1].[F:5][C:6]1[CH:11]=[CH:10][C:9]([CH:12]([N:34]2[CH2:39][CH2:38][N:37]([CH3:40])[CH2:36][CH2:35]2)[CH2:13][N:14]2[CH2:19][CH2:18][N:17]([CH2:20][CH2:21][CH2:22][CH2:23][C:24]3[C:33]4[C:28](=[CH:29][CH:30]=[CH:31][CH:32]=4)[CH:27]=[CH:26][CH:25]=3)[CH2:16][CH2:15]2)=[CH:8][CH:7]=1 |f:0.1.2.3.4,5.6.7,8.9|. Procedure: 1-[2-(4-Fluorophenyl)-2-(4-methylpiperazino)ethyl]-4-[4-naphthalen-1-yl-butyl]piperazine hydrochloride obtained in Example 2 (6) was resolved by means of HPLC (Chiralpak AD (manufactured by Daicel Co.), 2φ×25 cm, mobile phase: hexane-isopropanol-diethylamine=95:5:0.1, flow rate 5.0 ml/min). After the resolution, the solvent was concentrated under reduced pressure, dissolved in ethanol, and introduced to the hydrochloride by 4M hydrogen chloride/ethyl acetate solution, and the solvent was concent... Starting materials: CCOP(=O)(C#N)OCC, CC(C)(C)OC(=O)NC1CCCc2cc(C=O)ccc21, C1CCOC1, C[Si](C)(C)[N-][Si](C)(C)C, CC(C)(O)C#N, [Na+]. Yields the product CC(C)(C)OC(=O)NC1CCCc2cc(C=CC#N)ccc21. RXN SMILES: [C:1]([P:2](=[O:3])([O:4][CH2:5][CH3:6])[O:7][CH2:8][CH3:9])#[N:10].[C:21]([CH3:22])([CH3:23])([CH3:24])[O:25][C:26]([NH:27][CH:28]1[CH2:29][CH2:30][CH2:31][c:32]2[cH:33][c:34]([CH:38]=[O:39])[cH:35][cH:36][c:37]21)=[O:40].[CH2:47]1[O:48][CH2:49][CH2:50][CH2:51]1.[CH3:11][Si:12]([N-:13][Si:14]([CH3:15])([CH3:16])[CH3:17])([CH3:18])[CH3:19].[CH3:41][C:42]([C:43]#[N:44])([CH3:45])[OH:46].[Na+:20]>>[C:21]([CH3:22])([CH3:23])([CH3:24])[O:25][C:26]([NH:27][CH:28]1[CH2:29][CH2:30][CH2:31][c:32]2[cH:33][c:34]([CH:38]=[CH:42][C:43]#[N:44])[cH:35][cH:36][c:37]21)=[O:40].